This data is from the Open Reaction Database (ORD), a public repository of structured organic reaction records. The task is: describe an organic reaction: reactants, conditions, products, and yield The reactants are O (water), CC1(OC(C(C(O1)=O)C)=O)C (2,2,5-trimethyl-1,3-dioxan-4,6-dione), C(C)(=O)OC1CC(N1)=O (4-acetoxy-azetidinone), C(=O)([O-])[O-].[K+].[K+] (K2CO3). The solvent is C(C)#N (acetonitrile). Reaction conditions: time 14 hour. Yields the product CC1(OC(=O)CC(=O)O1)C (Meldrum's Acid). The yield is 72.9%. As a reaction SMILES: [CH3:1][C:2]1([CH3:11])[O:7][C:6](=[O:8])[CH:5](C)[C:4](=[O:10])[O:3]1.C(OC1NC(=O)C1)(=O)C.C([O-])([O-])=O.[K+].[K+].O>C(#N)C>[CH3:1][C:2]1([CH3:11])[O:7][C:6](=[O:8])[CH2:5][C:4](=[O:10])[O:3]1 |f:2.3.4|. Procedure: 2,2,5-trimethyl-1,3-dioxan-4,6-dione II (17.4 g, 110 mmol), 4-acetoxy-azetidinone I (28.7 g, 100 mmol) and K2CO3 (15.2 g, 110 mmol) were mixed in dry acetonitrile (150 mL, KF=5.6 mg/mL), and the mixture was aged at 45-50° for 14 hours. Upon completion, the reaction mixture was cooled to room temperature and water (150 mL) was added. The organic layer was separated and the aqueous layer was back extracted with acetonitrile (100 mL). Combined organic extracts were washed with brine (100 mL) and co...